Dataset: the Open Reaction Database (ORD), a public repository of structured organic reaction records. Task: describe an organic reaction: reactants, conditions, products, and yield Reaction conditions: temperature 255 celsius, time 2 day. Reactants: NC1=CC=C(C(=O)OC)C=C1 (Methyl p-aminobenzoate), C(C1=CC=CC=C1)(=O)CC(=O)OCC (ethyl benzoylacetate), C1(=CC=C(C=C1)S(=O)(=O)O)C (p-toluenesulfonic acid). Yield: 79.4%. The solvent is C(Cl)(Cl)Cl (chloroform). Product: C1(=CC=CC=C1)C1=NC2=CC=C(C=C2C(C1)=O)C(=O)OC (methyl 2-phenyl-4-quinolone-6-carboxylate). As a reaction SMILES: [NH2:1][C:2]1[CH:11]=[CH:10][C:5]([C:6]([O:8][CH3:9])=[O:7])=[CH:4][CH:3]=1.[C:12]([CH2:20][C:21](OCC)=[O:22])(=O)[C:13]1[CH:18]=[CH:17][CH:16]=[CH:15][CH:14]=1.C1(C)C=CC(S(O)(=O)=O)=CC=1>C(Cl)(Cl)Cl>[C:13]1([C:12]2[CH2:20][C:21](=[O:22])[C:3]3[C:2](=[CH:11][CH:10]=[C:5]([C:6]([O:8][CH3:9])=[O:7])[CH:4]=3)[N:1]=2)[CH:18]=[CH:17][CH:16]=[CH:15][CH:14]=1. Reported procedure: Methyl p-aminobenzoate (3.0 grams) and 4.1 grams of ethyl benzoylacetate are dissolved in 100 ml of chloroform and the solution is subjected to azeotropic dehydration for two days after the addition of 0.5 gram of p-toluenesulfonic acid. Chloroform is evaporated therefrom, n-hexane is added to the residue, the extract with n-hexane is evaporated, 30 ml of diphenyl ether is added to the residue, the mixture is heated at 255° C. for twenty minutes, cooled, crystals separate out therefrom are colle... The reactants are C=CC1CN(c2cc3c(cc2F)c(=O)c(C(=O)O)cn3C2CC2)CCN1, O=CO. Yields the product C=CC1CN(c2cc3c(cc2F)c(=O)c(C(=O)O)cn3C2CC2)CCN1C. Reaction SMILES: [CH:1]1([n:4]2[cH:5][c:6]([C:24](=[O:25])[OH:26])[c:7](=[O:23])[c:8]3[cH:9][c:10]([F:22])[c:11]([N:14]4[CH2:15][CH:16]([CH:20]=[CH2:21])[NH:17][CH2:18][CH2:19]4)[cH:12][c:13]23)[CH2:2][CH2:3]1.[CH:27]([OH:28])=[O:29]>>[CH:1]1([n:4]2[cH:5][c:6]([C:24](=[O:25])[OH:26])[c:7](=[O:23])[c:8]3[cH:9][c:10]([F:22])[c:11]([N:14]4[CH2:15][CH:16]([CH:20]=[CH2:21])[N:17]([CH3:27])[CH2:18][CH2:19]4)[cH:12][c:13]23)[CH2:2][CH2:3]1. The reactants are [N+](=O)([O-])C=1C=C2CCC(NC2=C(C1)OC)=O (6-Nitro-8-methoxy-3,4-dihydrocarbostyril), [H][H] (hydrogen). The reagents and catalysts are [C].[Pd] (palladium-carbon). Run in C(C)O (ethanol). The product is NC=1C=C2CCC(NC2=C(C1)OC)=O (6-amino-8-methoxy-3,4-dihydrocarbostyril). The yield is 98.3%. As a reaction SMILES: [N+:1]([C:4]1[CH:5]=[C:6]2[C:11](=[C:12]([O:14][CH3:15])[CH:13]=1)[NH:10][C:9](=[O:16])[CH2:8][CH2:7]2)([O-])=O.[H][H]>C(O)C.[C].[Pd]>[NH2:1][C:4]1[CH:5]=[C:6]2[C:11](=[C:12]([O:14][CH3:15])[CH:13]=1)[NH:10][C:9](=[O:16])[CH2:8][CH2:7]2 |f:3.4|. Procedure: 6-Nitro-8-methoxy-3,4-dihydrocarbostyril (2 g) and 5% palladium-carbon (0.2 g) were added in ethanol (50 ml) and catalytic reduction was conducted at a hydrogen gas pressure of 3 kg/cm2 for 1 hour. Then, the reaction mixture was filtered and the filtrate was concentrated. The residue was recrystallized from benzene to give 1.7 g of 6-amino-8-methoxy-3,4-dihydrocarbostyril. Starting materials: OCCCN1CCNCC1 (1-(3-hydroxypropyl)piperazine), ClC1=C(C(=O)O)C=CC=N1 (2-chloronicotinic acid). Solvent: O1CCOCC1 (dioxane). Yields the product OCCCN1CCN(CC1)C1=C(C(=O)O)C=CC=N1 (2-[4-(3-hydroxypropyl)piperazin-1-yl]nicotinic acid). Reaction SMILES: [OH:1][CH2:2][CH2:3][CH2:4][N:5]1[CH2:10][CH2:9][NH:8][CH2:7][CH2:6]1.Cl[C:12]1[N:20]=[CH:19][CH:18]=[CH:17][C:13]=1[C:14]([OH:16])=[O:15]>O1CCOCC1>[OH:1][CH2:2][CH2:3][CH2:4][N:5]1[CH2:10][CH2:9][N:8]([C:12]2[N:20]=[CH:19][CH:18]=[CH:17][C:13]=2[C:14]([OH:16])=[O:15])[CH2:7][CH2:6]1. Reported procedure: Grams 8.65 of 1-(3-hydroxypropyl)piperazine and 4.7 g of 2-chloronicotinic acid in 100 ml dioxane were refluxed for 6 hours. The reaction mixture was cooled and settled. The residual oil, crystallized from 95° ethanol, gave 2.3 g of 2-[4-(3-hydroxypropyl)piperazin-1-yl]nicotinic acid, melting at 222°-225° C. (with decomposition). Reactants: C1CCOC1, Cc1cccc(O)c1C(=O)O. Yields the product CC(=O)c1c(C)cccc1O. RXN SMILES: [CH2:12]1[O:13][CH2:14][CH2:15][CH2:16]1.[CH3:1][c:2]1[cH:3][cH:4][cH:5][c:6]([OH:7])[c:8]1[C:9]([OH:10])=[O:11]>>[CH3:1][c:2]1[cH:3][cH:4][cH:5][c:6]([OH:7])[c:8]1[C:9](=[O:11])[CH3:12]. Starting materials: SC1=CC(=NC=2N1N=C(N2)CNS(=O)(=O)C2=CC1=C(OC(O1)(C1=CC=CC=C1)C1=CC=CC=C1)C=C2)C (N-[[7-Mercapto-5-methyl-s-triazolo[1,5-a]pyrimidin-2-yl]methyl]-2,2-diphenyl-1,3-benzodioxol-5-sulphonamide), CC(=O)OCC1=C(N2[C@@H]([C@@H](C2=O)N)SC1)C(=O)O (7-aminocephalosporanic acid), solution, B(F)(F)F (boron trifluoride), ice water. Run in C(C)#N (acetonitrile). Run at time 2 hour. Product: N[C@H]1[C@H]2SCC(=C(N2C1=O)C(=O)O)CSC1=CC(=NC=2N1N=C(N2)CNS(=O)(=O)C2=CC(=C(C=C2)O)O)C ((6R,7R)-7-amino-3-[[[2-[(3,4-dihydroxybenzenesulphonamido)methyl]-5-methyl-s-triazolo[1,5-a]pyrimidin-7-yl]thio]methyl]-8-oxo-5-thia-1-azabicyclo[4.2.0]oct-2-ene-2-carboxylic acid). Yield: 67.9%. RXN SMILES: [SH:1][C:2]1[N:7]2[N:8]=[C:9]([CH2:11][NH:12][S:13]([C:16]3[CH:36]=[CH:35][C:19]4[O:20]C(C5C=CC=CC=5)(C5C=CC=CC=5)[O:22][C:18]=4[CH:17]=3)(=[O:15])=[O:14])[N:10]=[C:6]2[N:5]=[C:4]([CH3:37])[CH:3]=1.CC(O[CH2:42][C:43]1[CH2:52][S:51][C@@H:46]2[C@H:47]([NH2:50])[C:48](=[O:49])[N:45]2[C:44]=1[C:53]([OH:55])=[O:54])=O.B(F)(F)F>C(#N)C>[NH2:50][C@@H:47]1[C:48](=[O:49])[N:45]2[C@@H:46]1[S:51][CH2:52][C:43]([CH2:42][S:1][C:2]1[N:7]3[N:8]=[C:9]([CH2:11][NH:12][S:13]([C:16]4[CH:36]=[CH:35][C:19]([OH:20])=[C:18]([OH:22])[CH:17]=4)(=[O:14])=[O:15])[N:10]=[C:6]3[N:5]=[C:4]([CH3:37])[CH:3]=1)=[C:44]2[C:53]([OH:55])=[O:54]. Reported procedure: N-[[7-Mercapto-5-methyl-s-triazolo[1,5-a]pyrimidin-2-yl]methyl]-2,2-diphenyl-1,3-benzodioxol-5-sulphonamide (0.27 g) and 0.14 g of 7-aminocephalosporanic acid are stirred at room temperature for 4 hours with 3.0 ml of a 20% solution of boron trifluoride in acetonitrile. After the addition of 5 ml of ice-water the reaction mixture is partitioned between water and ethyl acetate. The pH value is adjusted to 7.0 with 3N aqueous sodium hydroxide solution. The phases are separated. The aqueous phase i... Run in ClCCl (dichloromethane). Starting materials: Cl.C(C)N=C=NCCCN(C)C (1-ethyl-3-(3-dimethylaminopropyl)-carbodiimide hydrochloride), C(CC1=CC=CC=C1)NC(C(=CC1=C(C=C(C(=C1)OC)OC)N)C)=O (3-(2-amino-4,5-dimethoxyphenyl)-2-methyl-2-propenoic acid phenethyl amide), NC1=C(C=CC(=C1)Cl)C=C(C(=O)O)C (3-(2-amino-4-chlorophenyl)-2-methyl-2-propenoic acid), C1=CC(=CC=C1[N+](=O)[O-])O (p-nitrophenol). Product: [N+](=O)([O-])C1=CC=C(C=C1)OC(C(=CC1=C(C=C(C=C1)Cl)N)C)=O (3-(2-amino-4-chlorophenyl)-2-methyl-2-propenoic acid p-nitrophenyl ester), crystal. Procedure details: Into 20 ml of dichloromethane, 0.81 g (3.8 mmol) of (E) 3-(2-amino-4-chlorophenyl)-2-methyl-2-propenoic acid and 1.0 g of p-nitrophenol (manufactured by Wako Pure Chemical Industries, Ltd.) were dissolved; and 40 mg of dimethylaminopyridine (manufactured by Wako Pure Chemical Industries, Ltd.) were added thereto. Further, while the mixture was stirred under cooling with ice, 1.0 g of 1-ethyl-3-(3-dimethylaminopropyl)-carbodiimide hydrochloride (EDC-HCl) (manufactured by Wako Pure Chemical Indust... The yield is 91.0%. Reagents/catalysts: CN(C)C1=NC=CC=C1 (dimethylaminopyridine). RXN SMILES: C(NC(=O)C(C)=CC1C=C(OC)C(OC)=CC=1N)CC1C=CC=CC=1.[NH2:26][C:27]1[CH:32]=[C:31]([Cl:33])[CH:30]=[CH:29][C:28]=1[CH:34]=[C:35]([CH3:39])[C:36]([OH:38])=[O:37].[CH:40]1[C:45]([N+:46]([O-:48])=[O:47])=[CH:44][CH:43]=[C:42](O)[CH:41]=1.Cl.C(N=C=NCCCN(C)C)C>CN(C1C=CC=CN=1)C.ClCCl>[N+:46]([C:45]1[CH:40]=[CH:41][C:42]([O:37][C:36](=[O:38])[C:35]([CH3:39])=[CH:34][C:28]2[CH:29]=[CH:30][C:31]([Cl:33])=[CH:32][C:27]=2[NH2:26])=[CH:43][CH:44]=1)([O-:48])=[O:47] |f:3.4|. Reactants: C1(=CC=CC=C1)C1COC=2C=CC=C3C=4C(=CC=CC4N1C23)OCCNC=O (2-[(1-phenyl-1,2-dihydro[1,4]oxazino[2,3,4-jk]carbazol-7-yl)oxy]ethylformamide), CO (methanol). The solvent is C1CCOC1 (THF). Conditions: temperature 85 celsius. Product: CNCCOC1=CC=CC=2N3C4=C(C=CC=C4C12)OCC3C3=CC=CC=C3 (N-methyl-2-[(1-phenyl-1,2-dihydro[1,4]oxazino[2,3,4-jk]carbazol-7-yl)oxy]-1-ethanamine). Isolated yield 72.6%. RXN SMILES: [C:1]1([CH:7]2[N:21]3[C:22]4[C:14]([C:15]5[C:16]([O:23][CH2:24][CH2:25][NH:26][CH:27]=O)=[CH:17][CH:18]=[CH:19][C:20]=53)=[CH:13][CH:12]=[CH:11][C:10]=4[O:9][CH2:8]2)[CH:6]=[CH:5][CH:4]=[CH:3][CH:2]=1.CO>C1COCC1>[CH3:27][NH:26][CH2:25][CH2:24][O:23][C:16]1[C:15]2[C:14]3[C:22]4=[C:10]([O:9][CH2:8][CH:7]([C:1]5[CH:6]=[CH:5][CH:4]=[CH:3][CH:2]=5)[N:21]4[C:20]=2[CH:19]=[CH:18][CH:17]=1)[CH:11]=[CH:12][CH:13]=3. Procedure details: To a mixture of 2-[(1-phenyl-1,2-dihydro[1,4]oxazino[2,3,4-jk]carbazol-7-yl)oxy]ethylformamide (0.769 g, 2.06 mmol) in dry THF (10 mL) is added borane-methylsulfide complex (0.59 mL, 6.2 mmol). The mixture is refluxed at 85° C. under an argon atmosphere for 19.5 h. The mixture is then cooled to room temperature and methanol is slowly added until gas evolution ceased. The solvents are removed under vacuum and methanol (10 mL) is added and then removed. The mixture is dissolved in methanol (15 mL)... Starting materials: C(C1=CC=CC=C1)NC1=C(C=NC(=C1)NC1=CC=C(C=C1)N1CCN(CCC1)C(C(F)(F)F)=O)CC(=O)N (4-(benzylamino)-6-{[4-(4-trifluoroacetyl-1,4-diazepan-1-yl)phenyl]amino}pyridine-3-carboxyamide), compound. Run in CO (methanol), O1CCCC1 (tetrahydrofuran), [OH-].[Na+] (sodium hydroxide), O (water). Run at time 1 hour. The product is C(C1=CC=CC=C1)NC1=C(C=NC(=C1)NC1=CC=C(C=C1)N1CCNCCC1)CC(=O)N (4-(benzylamino)-6-{[4-(1,4-diazepan-1-yl)phenyl]amino}pyridine-3-carboxyamide). Yield: 82.4%. RXN SMILES: [CH2:1]([NH:8][C:9]1[CH:14]=[C:13]([NH:15][C:16]2[CH:21]=[CH:20][C:19]([N:22]3[CH2:28][CH2:27][CH2:26][N:25](C(=O)C(F)(F)F)[CH2:24][CH2:23]3)=[CH:18][CH:17]=2)[N:12]=[CH:11][C:10]=1[CH2:35][C:36]([NH2:38])=[O:37])[C:2]1[CH:7]=[CH:6][CH:5]=[CH:4][CH:3]=1>CO.O1CCCC1.[OH-].[Na+].O>[CH2:1]([NH:8][C:9]1[CH:14]=[C:13]([NH:15][C:16]2[CH:17]=[CH:18][C:19]([N:22]3[CH2:28][CH2:27][CH2:26][NH:25][CH2:24][CH2:23]3)=[CH:20][CH:21]=2)[N:12]=[CH:11][C:10]=1[CH2:35][C:36]([NH2:38])=[O:37])[C:2]1[CH:7]=[CH:6][CH:5]=[CH:4][CH:3]=1 |f:3.4|. Reported procedure: 386 mg of 4-(benzylamino)-6-{[4-(4-trifluoroacetyl-1,4-diazepan-1-yl)phenyl]amino}pyridine-3-carboxyamide (the compound of Example 213) was dissolved in a mixture of 10 mL of methanol and 10 mL of tetrahydrofuran, to which 2 mL of 2 mol/L sodium hydroxide in water was added at room temperature and stirred for 1 hour. The reaction mixture was concentrated, the residue was dissolved in chloroform, washed with water and saturated saline, and dried on anhydrous sodium sulfate. The solvent was evapor...